This data is from the Open Reaction Database (ORD), a public repository of structured organic reaction records. The task is: describe an organic reaction: reactants, conditions, products, and yield Starting materials: BrC1=CC(=CC=C1)F (1-bromo-3-fluorobenzene), C(C=C)(=O)N1C(N(C(C1C1=CC=CC=C1)C)C)=O (1-acryloyl-3,4-dimethyl-5-phenylimidazolidin-2-one), CC1=C(C=CC=C1)P(C2=C(C=CC=C2)C)C3=C(C=CC=C3)C (P(o-tolyl)3), CCN(C(C)C)C(C)C ((i-Pr)2NEt). The reagents and catalysts are CC(=O)[O-].CC(=O)[O-].[Pd+2] (Pd(OAc)2). The solvent is CN(C)C=O (DMF). Run at temperature 110 celsius. The product is CN1C(N(C(C1C)C1=CC=CC=C1)C(\C=C\C1=CC(=CC=C1)F)=O)=O (3,4-Dimethyl-1-[(E)-3-(3-fluorophenyl)prop-2-enoyl]-5-phenylimidazolidin-2-one). The yield is 76.0%. As a reaction SMILES: Br[C:2]1[CH:7]=[CH:6][CH:5]=[C:4]([F:8])[CH:3]=1.[C:9]([N:13]1[CH:17]([C:18]2[CH:23]=[CH:22][CH:21]=[CH:20][CH:19]=2)[CH:16]([CH3:24])[N:15]([CH3:25])[C:14]1=[O:26])(=[O:12])[CH:10]=[CH2:11].CC1C=CC=CC=1P(C1C=CC=CC=1C)C1C=CC=CC=1C.CCN(C(C)C)C(C)C>CN(C=O)C.CC([O-])=O.CC([O-])=O.[Pd+2]>[CH3:25][N:15]1[CH:16]([CH3:24])[CH:17]([C:18]2[CH:23]=[CH:22][CH:21]=[CH:20][CH:19]=2)[N:13]([C:9](=[O:12])/[CH:10]=[CH:11]/[C:2]2[CH:7]=[CH:6][CH:5]=[C:4]([F:8])[CH:3]=2)[C:14]1=[O:26] |f:5.6.7|. Procedure: A solution of 1-bromo-3-fluorobenzene (525 mg, 3 mmole), (4 R, 5 S)-1-acryloyl-3,4-dimethyl-5-phenylimidazolidin-2-one (500 mg, 2 mmole), Pd(OAc)2 (22 mg, 0.10 mmole), P(o-tolyl)3 (61 mg, 0.20 mmole), and (i-Pr)2NEt (0.73 mL, 4.2 mmole) in dry DMF (10 mL) was degassed (3×vacuum/N2 purge) then heated to 110° C. After 2 hr the mixture was cooled and poured into EtOAc. The resulting mixture was washed with H2O (3×), and the combined aqueous layers were back-extracted with EtOAc. The combined organi... Reactants: O=C1NCC[C@H]1OC=1C=CC(=NC1)C=1SC(=CN1)C(=O)OC ((R)-methyl 2-(5-(2-oxopyrrolidin-3-yloxy)pyridin-2-yl)thiazole-5-carboxylate), [Li+].[BH4-] (LiBH4). Solvent: C1CCOC1 (THF). Reaction conditions: time 12 hour. The product is OCC1=CN=C(S1)C1=CC=C(C=N1)O[C@H]1C(NCC1)=O ((R)-3-[6-(5-Hydroxymethyl-thiazol-2-yl)-pyridin-3-yloxy]-pyrrolidin-2-one). RXN SMILES: [O:1]=[C:2]1[C@H:6]([O:7][C:8]2[CH:9]=[CH:10][C:11]([C:14]3[S:15][C:16]([C:19](OC)=[O:20])=[CH:17][N:18]=3)=[N:12][CH:13]=2)[CH2:5][CH2:4][NH:3]1.[Li+].[BH4-]>C1COCC1>[OH:20][CH2:19][C:16]1[S:15][C:14]([C:11]2[N:12]=[CH:13][C:8]([O:7][C@@H:6]3[CH2:5][CH2:4][NH:3][C:2]3=[O:1])=[CH:9][CH:10]=2)=[N:18][CH:17]=1 |f:1.2|. Reported procedure: To a solution of (R)-methyl 2-(5-(2-oxopyrrolidin-3-yloxy)pyridin-2-yl)thiazole-5-carboxylate (360 mg) in THF (5 mL) was added LiBH4 (100 mg) at 0° C. under nitrogen atmosphere. The reaction mixture was stirred at room temperature for 12 hours. After cooling to 0° C., the reaction was quenched by dropwise addition of water (until no more gas was generated). The reaction mixture was diluted with ethyl acetate (50 mL). The organic layer was washed with water (30 mL×2) and brine (20 mL) and dried o... The reactants are C(C)(C)OC1=CC=C(C=C1)O (4-isopropoxyphenol), BrC1=CC=C(C=C1)Br (1,4-dibromobenzene), C(=O)([O-])[O-].[K+].[K+] (K2CO3), N1=CC=CC=C1 (pyridine). Reagents/catalysts: [O-2].[Cu+2] (Cu(II) oxide). The solvent is C(Cl)Cl (methylene chloride). Product: C(C)(C)OC1=CC=C(C=C1)C1=CC=C(C=C1)Br (4-(4-isopropoxyphenyl)phenyl bromide). Yield: 49.5%. Reaction SMILES: [CH:1]([O:4][C:5]1[CH:10]=[CH:9][C:8](O)=[CH:7][CH:6]=1)([CH3:3])[CH3:2].[Br:12][C:13]1[CH:18]=[CH:17][C:16](Br)=[CH:15][CH:14]=1.C([O-])([O-])=O.[K+].[K+].N1C=CC=CC=1>[O-2].[Cu+2].C(Cl)Cl>[CH:1]([O:4][C:5]1[CH:10]=[CH:9][C:8]([C:16]2[CH:17]=[CH:18][C:13]([Br:12])=[CH:14][CH:15]=2)=[CH:7][CH:6]=1)([CH3:3])[CH3:2] |f:2.3.4,6.7|. Procedure details: To a mixture of Example 1A (505 mg, 3.31 mmol), 1,4-dibromobenzene (2.34 g, 9.92 mmol.), K2CO3 (960 mg, 6.87 mmol) and pyridine (20 mL) at 80° C. was added Cu(II) oxide (650 mg, 8.17 mmol). After the addition, the mixture was refluxed vigorously for 20 h. After cooling, methylene chloride was added and the mixture was filtered through Celite. The filtrate was concentrated to dryness. The residue was dissolved in ether, which was washed with 10% HCl (2×), 1N NaOH (2×), brine (1×), dried over MgSO... Reaction conditions: time 19 hour. The product is C1(CCCC1)OC=1C(=C(C(=O)OC)C=CC1OC)[N+](=O)[O-] (methyl 3-(cyclopentyloxy)-4-methoxy-2-nitrobenzoate). The solvent is C(C)#N (acetonitrile). Procedure details: A mixture of methyl 3-hydroxy-4-methoxy-2-nitrobenzoate (1.14 g, 5.0 mmol), bromocyclopentane (0.7 mL, 6.5 mmol), potassium carbonate (2.0 g, 14 mmol), and anhydrous acetonitrile (15 mL) was refluxed under N2. After 19 h, the reaction was allowed to cool to rt, concentrated, and purified by silica gel chromatography (4:1→3:2; hexanes:ethyl acetate) to give methyl 3-(cyclopentyloxy)-4-methoxy-2-nitrobenzoate: MS (ESI): 296.5. Reaction SMILES: [OH:1][C:2]1[C:3]([N+:14]([O-:16])=[O:15])=[C:4]([CH:9]=[CH:10][C:11]=1[O:12][CH3:13])[C:5]([O:7][CH3:8])=[O:6].Br[CH:18]1[CH2:22][CH2:21][CH2:20][CH2:19]1.C(=O)([O-])[O-].[K+].[K+]>C(#N)C>[CH:18]1([O:1][C:2]2[C:3]([N+:14]([O-:16])=[O:15])=[C:4]([CH:9]=[CH:10][C:11]=2[O:12][CH3:13])[C:5]([O:7][CH3:8])=[O:6])[CH2:22][CH2:21][CH2:20][CH2:19]1 |f:2.3.4|. Reactants: OC=1C(=C(C(=O)OC)C=CC1OC)[N+](=O)[O-] (methyl 3-hydroxy-4-methoxy-2-nitrobenzoate), BrC1CCCC1 (bromocyclopentane), C([O-])([O-])=O.[K+].[K+] (potassium carbonate). Starting materials: CN1C2=NC(=NC(=C2N=C1C=O)N1CCOCC1)N1C(=NC2=C1C=CC=C2)C (9-methyl-2-(2-methylbenzoimidazol-1-yl)-6-morpholin-4-yl-9H-purine-8-carbaldehyde), N1CC(C1)CN(C1COCC1)C ((azetidin-3-ylmethyl)methyl(tetrahydrofuran-3-yl)amine), C(C)(=O)O[BH-](OC(C)=O)OC(C)=O.[Na+] (Sodium triacetoxyborohydride). Run in ClCCCl (1,2-dichloroethane). Conditions: time 6 hour. Product: C(C)C1=NC2=C(N1C1=NC(=C3N=C(N(C3=N1)C)CN1CC(C1)CN(C1COCC1)C)N1CCOCC1)C=CC=C2 (N-((1-((2-(2-ethyl-1H-benzo[d]imidazol-1-yl)-9-methyl-6-morpholino-9H-purin-8-yl)methyl)azetidin-3-yl)methyl)-N-methyltetrahydrofuran-3-amine). Isolated yield 73.3%. As a reaction SMILES: [CH3:1][N:2]1[C:10]([CH:11]=O)=[N:9][C:8]2[C:3]1=[N:4][C:5]([N:19]1[C:23]3[CH:24]=[CH:25][CH:26]=[CH:27][C:22]=3[N:21]=[C:20]1[CH3:28])=[N:6][C:7]=2[N:13]1[CH2:18][CH2:17][O:16][CH2:15][CH2:14]1.[NH:29]1[CH2:32][CH:31]([CH2:33][N:34]([CH3:40])[CH:35]2[CH2:39][CH2:38][O:37][CH2:36]2)[CH2:30]1.[C:41](O[BH-](OC(=O)C)OC(=O)C)(=O)C.[Na+]>ClCCCl>[CH2:28]([C:20]1[N:19]([C:5]2[N:4]=[C:3]3[C:8]([N:9]=[C:10]([CH2:11][N:29]4[CH2:32][CH:31]([CH2:33][N:34]([CH3:40])[CH:35]5[CH2:39][CH2:38][O:37][CH2:36]5)[CH2:30]4)[N:2]3[CH3:1])=[C:7]([N:13]3[CH2:14][CH2:15][O:16][CH2:17][CH2:18]3)[N:6]=2)[C:23]2[CH:24]=[CH:25][CH:26]=[CH:27][C:22]=2[N:21]=1)[CH3:41] |f:2.3|. Procedure: A mixture of 9-methyl-2-(2-methylbenzoimidazol-1-yl)-6-morpholin-4-yl-9H-purine-8-carbaldehyde (78 mg, 0.2 mmol), (azetidin-3-ylmethyl)methyl(tetrahydrofuran-3-yl)amine (51 mg, 0.3 mmol) and 4 Å molecular sieves (250 mg) in 1,2-dichloroethane (2 mL) was stirred at RT under nitrogen atmosphere for 6 h. Sodium triacetoxyborohydride (85 mg, 0.4 mmol) was added and the resulting reaction mixture was stirred at RT for 36 h. The solvent was reduced in vacuo and the residue was loaded onto an Isolute® ... The reactants are [Al+3], CCC1(C)CC(=O)C2(C)CCC3c4ccc(OC)cc4CCC3C12, [Cl-], [H-], [H-], [H-], [H-], [Li+], [NH4+], C1CCOC1. The product is CCC1(C)CC(O)C2(C)CCC3c4ccc(OC)cc4CCC3C12. Reaction SMILES: [Al+3:2].[CH2:7]([CH3:8])[C:9]1([CH3:30])[CH2:10][C:11](=[O:29])[C:12]2([CH3:13])[CH:14]1[CH:15]1[CH2:16][CH2:17][c:18]3[cH:19][c:20]([O:27][CH3:28])[cH:21][cH:22][c:23]3[CH:24]1[CH2:25][CH2:26]2.[Cl-:31].[H-:1].[H-:4].[H-:5].[H-:6].[Li+:3].[NH4+:32].[O:33]1[CH2:34][CH2:35][CH2:36][CH2:37]1>>[CH2:7]([CH3:8])[C:9]1([CH3:30])[CH2:10][CH:11]([OH:29])[C:12]2([CH3:13])[CH:14]1[CH:15]1[CH2:16][CH2:17][c:18]3[cH:19][c:20]([O:27][CH3:28])[cH:21][cH:22][c:23]3[CH:24]1[CH2:25][CH2:26]2. Procedure: Homogentisic acid in 0.1% H3PO4 (specific radioactivity 40 Ci/mmol). Phytyl pyrophosphate was synthesized as described by Joo, et al. (1973) Can J. Biochem. 51:1527. 2-methyl-6-phytylquinol and 2,3-dimethyl-5-phytylquinol were synthesized as described by Soll, et al. (1980) Phytochemistry 19:215. Homogentisic acid, α, β, δ, and γ-tocopherol, and tocol, were purchased commercially. Product: O(P([O-])(=O)OP(=O)([O-])[O-])C\C=C(/C)\CCC[C@H](C)CCC[C@H](C)CCCC(C)C (Phytyl pyrophosphate), CC1=C(O)C(=CC(=C1)O)C\C=C(/C)\CCC[C@H](C)CCC[C@H](C)CCCC(C)C (2-methyl-6-phytylquinol), CC1=C(O)C=C(C(=C1C)O)C\C=C(/C)\CCC[C@H](C)CCC[C@H](C)CCCC(C)C (2,3-dimethyl-5-phytylquinol). Starting materials: C(CC=1C(O)=CC=C(O)C1)(=O)O (Homogentisic acid), OP(=O)(O)O (H3PO4), CC1=C(C2=C(C=C1O)CC[C@@](O2)(C)CCC[C@H](C)CCC[C@H](C)CCCC(C)C)C (γ-tocopherol), C(CC=1C(O)=CC=C(O)C1)(=O)O (Homogentisic acid), C[C@@H](CCC[C@@H](C)CCC[C@@]1(CCC2=C(O1)C=CC(=C2)O)C)CCCC(C)C (tocol). As a reaction SMILES: C(O)(=O)CC1C(=CC=C(C=1)O)O.[CH3:13][C:14]1[C:19]([OH:20])=[CH:18][C:17]2[CH2:21][CH2:22][C@:23]([CH2:26][CH2:27][CH2:28][C@@H:29]([CH2:31][CH2:32][CH2:33][C@@H:34]([CH2:36][CH2:37][CH2:38][CH:39]([CH3:41])[CH3:40])[CH3:35])[CH3:30])([CH3:25])[O:24][C:16]=2[C:15]=1[CH3:42].C[C@H](CCCC(C)C)CCC[C@H](CCC[C@@]1(C)OC2C=CC(O)=CC=2CC1)C.[OH:71][P:72]([OH:75])([OH:74])=[O:73]>>[O:73]([CH2:21]/[CH:22]=[C:23](/[CH2:26][CH2:27][CH2:28][C@@H:29]([CH2:31][CH2:32][CH2:33][C@@H:34]([CH2:36][CH2:37][CH2:38][CH:39]([CH3:41])[CH3:40])[CH3:35])[CH3:30])\[CH3:25])[P:72]([O:75][P:72]([O-:74])([O-:73])=[O:71])(=[O:74])[O-:71].[CH3:42][C:15]1[CH:14]=[C:19]([OH:20])[CH:18]=[C:17]([CH2:21]/[CH:22]=[C:23](/[CH2:26][CH2:27][CH2:28][C@@H:29]([CH2:31][CH2:32][CH2:33][C@@H:34]([CH2:36][CH2:37][CH2:38][CH:39]([CH3:41])[CH3:40])[CH3:35])[CH3:30])\[CH3:25])[C:16]=1[OH:24].[CH3:13][C:14]1[C:15]([CH3:42])=[C:16]([OH:24])[C:17]([CH2:21]/[CH:22]=[C:23](/[CH2:26][CH2:27][CH2:28][C@@H:29]([CH2:31][CH2:32][CH2:33][C@@H:34]([CH2:36][CH2:37][CH2:38][CH:39]([CH3:41])[CH3:40])[CH3:35])[CH3:30])\[CH3:25])=[CH:18][C:19]=1[OH:20].